From a dataset of the Open Reaction Database (ORD), a public repository of structured organic reaction records. describe an organic reaction: reactants, conditions, products, and yield Reaction SMILES: [CH2:14]([CH:15]=[CH2:16])[N:17]([C:18](=[S:19])[NH:20][c:21]1[c:22]([CH3:28])[cH:23][cH:24][cH:25][c:26]1[CH3:27])[CH2:29][CH2:30][C:31](=[O:32])[OH:33].[F:1][C:2]([F:3])([F:4])[C:5]([O:6][C:7](=[O:8])[C:9]([F:10])([F:11])[F:12])=[O:13].[Na+:38].[O-:34][C:35]([OH:36])=[O:37]>>[CH2:14]([CH:15]=[CH2:16])[N:17]1[C:18](=[S:19])[N:20]([c:21]2[c:22]([CH3:28])[cH:23][cH:24][cH:25][c:26]2[CH3:27])[C:31](=[O:33])[CH2:30][CH2:29]1. The product is C=CCN1CCC(=O)N(c2c(C)cccc2C)C1=S. Reactants: C=CCN(CCC(=O)O)C(=S)Nc1c(C)cccc1C, O=C(OC(=O)C(F)(F)F)C(F)(F)F, [Na+], O=C([O-])O. Reactants: ClCCl, CC(=O)OC(C)=O, CCN(CC)CCNC(=O)c1cc(Cl)c(N)cc1OCCN. Product: CCN(CC)CCNC(=O)c1cc(Cl)c(N)cc1OCCNC(C)=O. As a reaction SMILES: [CH2:30]([Cl:31])[Cl:32].[CH3:23][C:24](=[O:25])[O:26][C:27](=[O:28])[CH3:29].[NH2:1][c:2]1[cH:3][c:4]([O:19][CH2:20][CH2:21][NH2:22])[c:5]([C:6](=[O:7])[NH:8][CH2:9][CH2:10][N:11]([CH2:12][CH3:13])[CH2:14][CH3:15])[cH:16][c:17]1[Cl:18]>>[NH2:1][c:2]1[cH:3][c:4]([O:19][CH2:20][CH2:21][NH:22][C:24]([CH3:23])=[O:25])[c:5]([C:6](=[O:7])[NH:8][CH2:9][CH2:10][N:11]([CH2:12][CH3:13])[CH2:14][CH3:15])[cH:16][c:17]1[Cl:18]. The reactants are Cc1ccccc1, NCCc1ccc(Cl)cc1Cl, O=C1OC(=O)c2cc([N+](=O)[O-])ccc21. The product is O=C1c2ccc([N+](=O)[O-])cc2C(=O)N1CCc1ccc(Cl)cc1Cl. As a reaction SMILES: [CH3:26][c:27]1[cH:28][cH:29][cH:30][cH:31][cH:32]1.[Cl:1][c:2]1[c:3]([CH2:9][CH2:10][NH2:11])[cH:4][cH:5][c:6]([Cl:8])[cH:7]1.[N+:12](=[O:13])([O-:14])[c:15]1[cH:16][c:17]2[c:18]([cH:24][cH:25]1)[C:19](=[O:20])[O:21][C:22]2=[O:23]>>[Cl:1][c:2]1[c:3]([CH2:9][CH2:10][N:11]2[C:19](=[O:20])[c:18]3[c:17]([cH:16][c:15]([N+:12](=[O:13])[O-:14])[cH:25][cH:24]3)[C:22]2=[O:21])[cH:4][cH:5][c:6]([Cl:8])[cH:7]1. The reactants are CC1=C(C(=CC=C1)C)NC1=NN(C2=NC(=NC=C21)NC2=CC=CC=C2)CCC=O (3-(3-(2,6-dimethylphenylamino)-6-(phenylamino)-1H-pyrazolo[3,4-d]pyrimidin-1-yl)propanal), [BH4-].[Na+] (NaBH4). Run in C(C)O (ethanol). Conditions: time 2 hour. Product: CC1=C(C(=CC=C1)C)NC1=NN(C2=NC(=NC=C21)NC2=CC=CC=C2)CCCO (3-(3-(2,6-dimethylphenylamino)-6-(phenylamino)-1H-pyrazolo[3,4-d]pyrimidin-1-yl)propan-1-ol). As a reaction SMILES: [CH3:1][C:2]1[CH:7]=[CH:6][CH:5]=[C:4]([CH3:8])[C:3]=1[NH:9][C:10]1[C:18]2[C:13](=[N:14][C:15]([NH:19][C:20]3[CH:25]=[CH:24][CH:23]=[CH:22][CH:21]=3)=[N:16][CH:17]=2)[N:12]([CH2:26][CH2:27][CH:28]=[O:29])[N:11]=1.[BH4-].[Na+]>C(O)C>[CH3:8][C:4]1[CH:5]=[CH:6][CH:7]=[C:2]([CH3:1])[C:3]=1[NH:9][C:10]1[C:18]2[C:13](=[N:14][C:15]([NH:19][C:20]3[CH:21]=[CH:22][CH:23]=[CH:24][CH:25]=3)=[N:16][CH:17]=2)[N:12]([CH2:26][CH2:27][CH2:28][OH:29])[N:11]=1 |f:1.2|. Procedure details: A slurry of 27 mg (0.07 mmol) of crude 3-(3-(2,6-dimethylphenylamino)-6-(phenylamino)-1H-pyrazolo[3,4-d]pyrimidin-1-yl)propanal 36 (Example 4, Step A) in 4 mL of absolute ethanol was treated with 17 mg (0.4 mmol) of NaBH4. The resulting orange slurry was stirred at room temperature for 2 h. The reaction mixture was quenched with water (10 mL) and concentrated. The residue was extracted with CH2Cl2 (3×20 mL). The combined organic layers were dried over Na2SO4, filtered, and the filtrate was purif... Reactants: O=C1CCC(=O)N1Br, ClC(Cl)(Cl)Cl, CC(C)(C#N)N=NC(C)(C)C#N, O=C1CCC(=O)N1, Cc1ccc(-n2ncc(C#N)n2)cc1. Reaction SMILES: [Br:15][N:16]1[C:17](=[O:18])[CH2:19][CH2:20][C:21]1=[O:22].[C:42]([Cl:43])([Cl:44])([Cl:45])[Cl:46].[N:23]([C:24]([CH3:25])([CH3:26])[C:27]#[N:28])=[N:29][C:30]([CH3:31])([CH3:32])[C:33]#[N:34].[O:35]=[C:36]1[NH:37][C:38](=[O:39])[CH2:40][CH2:41]1.[c:1]1([CH3:14])[cH:2][cH:3][c:4](-[n:7]2[n:8][cH:9][c:10]([C:12]#[N:13])[n:11]2)[cH:5][cH:6]1>>[c:1]1([CH2:14][Br:15])[cH:2][cH:3][c:4](-[n:7]2[n:8][cH:9][c:10]([C:12]#[N:13])[n:11]2)[cH:5][cH:6]1. Product: N#Cc1cnn(-c2ccc(CBr)cc2)n1. Starting materials: C(C1=CC=CC=C1)OC1=C(C=C(C=C1)C=1OC2=C(N1)C=CC(=C2)OC[C@H](C)NC(OC(C)(C)C)=O)F (tert-butyl ((2S)-1-((2-(4-(benzyloxy)-3-fluorophenyl)-1,3-benzoxazol-6-yl)oxy)propan-2-yl)carbamate), C1CCOC1 (THF). The reagents and catalysts are [C].[Pd] (palladium-carbon). Reaction conditions: time 1 hour. The product is FC=1C=C(C=CC1OCC(C)=O)C=1OC2=C(N1)C=CC(=C2)OC[C@H](C)NC(OC(C)(C)C)=O (tert-butyl ((2S)-1-((2-(3-fluoro-4-(2-oxopropoxy)phenyl)-1,3-benzoxazol-6-yl)oxy)propan-2-yl)carbamate). As a reaction SMILES: [CH2:1]([O:8][C:9]1[CH:14]=[CH:13][C:12]([C:15]2[O:16][C:17]3[CH:23]=[C:22]([O:24][CH2:25][C@@H:26]([NH:28][C:29](=[O:35])[O:30][C:31]([CH3:34])([CH3:33])[CH3:32])[CH3:27])[CH:21]=[CH:20][C:18]=3[N:19]=2)=[CH:11][C:10]=1[F:36])[C:2]1[CH:7]=CC=CC=1.C1C[O:40]CC1>[C].[Pd]>[F:36][C:10]1[CH:11]=[C:12]([C:15]2[O:16][C:17]3[CH:23]=[C:22]([O:24][CH2:25][C@@H:26]([NH:28][C:29](=[O:35])[O:30][C:31]([CH3:34])([CH3:33])[CH3:32])[CH3:27])[CH:21]=[CH:20][C:18]=3[N:19]=2)[CH:13]=[CH:14][C:9]=1[O:8][CH2:1][C:2](=[O:40])[CH3:7] |f:2.3|. Procedure: A mixture of tert-butyl ((2S)-1-((2-(4-(benzyloxy)-3-fluorophenyl)-1,3-benzoxazol-6-yl)oxy)propan-2-yl)carbamate (4.26 g), 10% palladium-carbon (containing water (50%), 0.920 g) and THF (40 mL) was stirred at room temperature for 1 hr and min under a hydrogen atmosphere. The catalyst was removed by filtration, and the obtained filtrate was concentrated under reduced pressure. The obtained residue was dissolved in ethyl acetate, and the solution was subjected to silica gel chromatography (ethyl a... Starting materials: C(C=1C(C(=O)O)=CC(C(=O)O)=C(C(=O)O)C1)(=O)O (pyromellitic acid). Solvent: C1(=CC=CC=C1)OC (anisole). Product: C1=C2C(=CC3=C1C(=O)OC3=O)C(=O)OC2=O (pyromellitic acid anhydride). RXN SMILES: [C:1]([OH:18])(=[O:17])[C:2]1[C:3](=[CH:7][C:8](=[C:12]([CH:16]=1)[C:13]([OH:15])=[O:14])[C:9]([OH:11])=O)[C:4]([OH:6])=O>C1(OC)C=CC=CC=1>[CH:16]1[C:12]2[C:13]([O:14][C:9](=[O:11])[C:8]=2[CH:7]=[C:3]2[C:4]([O:18][C:1](=[O:17])[C:2]=12)=[O:6])=[O:15]. Procedure details: 50.0 g pyromellitic acid were boiled under reflux with 400 ml anisole and 3.0 g activated carbon, Merck Art. No. 2184, under the same conditions as in example 1 and then processed. 4.3 g (60.6% of the theory) water separated in the course of 2.5 hours. 27.3 g (=64% of the theory) pyromellitic acid anhydride were obtained and the remainder of 18.0 g, (36%) was filtered off as unchanged pyromellitic acid, together with the activated carbon. Starting materials: [Al+3], O=C1CCC(C(=O)O)(c2ccc(Cl)cc2)CC1, [H-], [H-], [H-], [H-], [Li+], [Na+], C1CCOC1, [OH-], O. Product: O=C1CCC(CO)(c2ccc(Cl)cc2)CC1. As a reaction SMILES: [Al+3:24].[C:1](=[O:2])([OH:3])[C:4]1([c:11]2[cH:12][cH:13][c:14]([Cl:17])[cH:15][cH:16]2)[CH2:5][CH2:6][C:7](=[O:10])[CH2:8][CH2:9]1.[H-:23].[H-:26].[H-:27].[H-:28].[Li+:25].[Na+:30].[O:18]1[CH2:19][CH2:20][CH2:21][CH2:22]1.[OH-:29].[OH2:31]>>[CH2:1]([OH:2])[C:4]1([c:11]2[cH:12][cH:13][c:14]([Cl:17])[cH:15][cH:16]2)[CH2:5][CH2:6][C:7](=[O:10])[CH2:8][CH2:9]1.